This data is from the Open Reaction Database (ORD), a public repository of structured organic reaction records. The task is: describe an organic reaction: reactants, conditions, products, and yield The product is C#CCSC(C)(C)CNc1ccccc1NCC(C)(C)S. Reaction SMILES: [C:27]([BH3-:28])#[N:29].[CH2:14]([C:15]#[CH:16])[S:17][C:18]([CH:19]=[O:20])([CH3:21])[CH3:22].[CH3:23][C:24](=[O:25])[OH:26].[CH3:31][OH:32].[NH2:1][c:2]1[c:3]([NH:8][CH2:9][C:10]([CH3:11])([CH3:12])[SH:13])[cH:4][cH:5][cH:6][cH:7]1.[Na+:30]>>[NH:1]([c:2]1[c:3]([NH:8][CH2:9][C:10]([CH3:11])([CH3:12])[SH:13])[cH:4][cH:5][cH:6][cH:7]1)[CH2:19][C:18]([S:17][CH2:14][C:15]#[CH:16])([CH3:21])[CH3:22]. Starting materials: [BH3-]C#N, C#CCSC(C)(C)C=O, CC(=O)O, CO, CC(C)(S)CNc1ccccc1N, [Na+].